This data is from the Open Reaction Database (ORD), a public repository of structured organic reaction records. The task is: describe an organic reaction: reactants, conditions, products, and yield Starting materials: NC1=C(C(=NN1C(C)(C)C)C)C=1C(=C(C=C(C1)F)O)OC (3-[5-amino-1-(1,1-dimethylethyl)-3-methyl-1H-pyrazol-4-yl]-5-fluoro-2-(methyloxy)phenol), C(C1=CC=CC=C1)OC1=C(C=C(C=O)C=C1)C (4-benzyloxy-3-methylbenzaldehyde). Run in C(C)(=O)O (acetic acid). Conditions: temperature 120 celsius, time 8 hour. Product: CC(C)(C)N1N=C(C2=C1N=C(C=1C(=CC(=C(C21)OC)O)F)C2=CC(=C(C=C2)OCC2=CC=CC=C2)C)C (3-(1,1-dimethylethyl)-6-fluoro-1-methyl-9-(methyloxy)-5-{3-methyl-4-[(phenylmethyl)oxy]phenyl}-3H-pyrazolo[3,4-c]isoquinolin-8-ol). Isolated yield 82.4%. RXN SMILES: [NH2:1][C:2]1[N:6]([C:7]([CH3:10])([CH3:9])[CH3:8])[N:5]=[C:4]([CH3:11])[C:3]=1[C:12]1[C:13]([O:20][CH3:21])=[C:14]([OH:19])[CH:15]=[C:16]([F:18])[CH:17]=1.[CH2:22]([O:29][C:30]1[CH:37]=[CH:36][C:33]([CH:34]=O)=[CH:32][C:31]=1[CH3:38])[C:23]1[CH:28]=[CH:27][CH:26]=[CH:25][CH:24]=1>C(O)(=O)C>[CH3:8][C:7]([N:6]1[C:2]2[N:1]=[C:34]([C:33]3[CH:36]=[CH:37][C:30]([O:29][CH2:22][C:23]4[CH:28]=[CH:27][CH:26]=[CH:25][CH:24]=4)=[C:31]([CH3:38])[CH:32]=3)[C:17]3[C:16]([F:18])=[CH:15][C:14]([OH:19])=[C:13]([O:20][CH3:21])[C:12]=3[C:3]=2[C:4]([CH3:11])=[N:5]1)([CH3:9])[CH3:10]. Reported procedure: To 3-[5-amino-1-(1,1-dimethylethyl)-3-methyl-1H-pyrazol-4-yl]-5-fluoro-2-(methyloxy)phenol (150 mg, 0.51 mmol) was added 4-benzyloxy-3-methylbenzaldehyde (115 mg, 0.51 mmol) and acetic acid (2 mL). The mixture was heated to 120° C. and stirred overnight. The acetic acid was removed in vacuo. The residue was purified by flash chromatography (70% hexanes, 30% ethyl acetate) to provide 3-(1,1-dimethylethyl)-6-fluoro-1-methyl-9-(methyloxy)-5-{3-methyl-4-[(phenylmethyl)oxy]phenyl}-3H-pyrazolo[3,4-c]i... The yield is 67.0%. The solvent is C(C)O (ethanol). Product: C(#N)C=1C(NC(=C2CCCCC12)C)=O (4-cyano-2,3,5,6,7,8-hexahydro-1-methyl-3-oxoisoquinoline). Procedure details: 2-Acetylcyclohexanone (5 g) and cyanoacetamide (3 g) were added to 25 ml of ethanol and a small amount of piperidine was also added. The mixture was heated under reflux for 2 hours. After cooling, deposited crystals were filtered out and washed with ethanol. There was obtained 4.5 g of 4-cyano-2,3,5,6,7,8-hexahydro-1-methyl-3-oxoisoquinoline. Reaction SMILES: [C:1]([CH:4]1[CH2:9][CH2:8][CH2:7][CH2:6][C:5]1=O)(=O)[CH3:2].[C:11]([CH2:13][C:14]([NH2:16])=[O:15])#[N:12].N1CCCCC1>C(O)C>[C:11]([C:13]1[C:14](=[O:15])[NH:16][C:1]([CH3:2])=[C:4]2[C:9]=1[CH2:8][CH2:7][CH2:6][CH2:5]2)#[N:12]. Starting materials: C(C)(=O)C1C(CCCC1)=O (2-Acetylcyclohexanone), C(#N)CC(=O)N (cyanoacetamide), N1CCCCC1 (piperidine). Starting materials: C1(CCCC1)N(C(OC)=O)CCC1=CC(=CC=C1)OC (methyl cyclopentyl(3-methoxyphenethyl)carbamate), O=P12OP3(=O)OP(=O)(O1)OP(=O)(O2)O3 (P2O5). Solvent: O=P(Cl)(Cl)Cl (POCl3). Yields the product C1(CCCC1)N1C(C2=CC=C(C=C2CC1)OC)=O (2-cyclopentyl-6-methoxy-3,4-dihydroisoquinolin-1(2H)-one). Reaction SMILES: [CH:1]1([N:6]([CH2:11][CH2:12][C:13]2[CH:18]=[CH:17][CH:16]=[C:15]([O:19][CH3:20])[CH:14]=2)[C:7](=O)[O:8]C)[CH2:5][CH2:4][CH2:3][CH2:2]1.O=P12OP3(OP(OP(O3)(O1)=O)(=O)O2)=O>O=P(Cl)(Cl)Cl>[CH:1]1([N:6]2[CH2:11][CH2:12][C:13]3[C:18](=[CH:17][CH:16]=[C:15]([O:19][CH3:20])[CH:14]=3)[C:7]2=[O:8])[CH2:5][CH2:4][CH2:3][CH2:2]1. Procedure details: To a solution of methyl cyclopentyl(3-methoxyphenethyl)carbamate (1.39 g, 5 mmol) in POCl3 (20 mL) was added P2O5 (1.4 g, 10 mmol). The reaction mixture was heated at reflux for 2 h. Excess POCl3 was removed under reduced pressure and the residue was quenched with ice water. The mixture was neutralized with Na2CO3 and extracted with ethyl acetate. The organic phase was dried over Na2SO4. Removal of the solvent in vacuo followed by chromato-graphic purification afforded 2-cyclopentyl-6-methoxy-3,... Reactants: ClC(c1ccccc1)(c1ccccc1)c1ccccc1, CC(=O)[O-], Cl, NC(CS)C(=O)O, [Na+], CN(C)C=O. Reaction SMILES: [C:9]([c:10]1[cH:11][cH:12][cH:13][cH:14][cH:15]1)([c:16]1[cH:17][cH:18][cH:19][cH:20][cH:21]1)([c:22]1[cH:23][cH:24][cH:25][cH:26][cH:27]1)[Cl:28].[CH3:30][C:31](=[O:32])[O-:33].[ClH:1].[NH2:2][CH:3]([CH2:4][SH:5])[C:6](=[O:7])[OH:8].[Na+:29].[O:34]=[CH:35][N:36]([CH3:37])[CH3:38]>>[NH2:2][CH:3]([CH2:4][S:5][C:9]([c:10]1[cH:11][cH:12][cH:13][cH:14][cH:15]1)([c:16]1[cH:17][cH:18][cH:19][cH:20][cH:21]1)[c:22]1[cH:23][cH:24][cH:25][cH:26][cH:27]1)[C:6](=[O:7])[OH:8]. Product: NC(CSC(c1ccccc1)(c1ccccc1)c1ccccc1)C(=O)O.